This data is from the Open Reaction Database (ORD), a public repository of structured organic reaction records. The task is: describe an organic reaction: reactants, conditions, products, and yield Starting materials: NC1=C(C=CC(=C1)C(C)(C)C)N1CCOCC1 (4-(2-amino-4-tert-butylphenyl)morpholine), C(C)(=O)OC(C)=O (acetic anhydride), ice water. The solvent is C(OC)COC (dimethoxyethane). The product is C(C)(=O)NC1=C(C=CC(=C1)C(C)(C)C)N1CCOCC1 (4-(2-acetamido-4-tert-butylphenyl)morpholine). The yield is 85.0%. Reaction SMILES: [NH2:1][C:2]1[CH:7]=[C:6]([C:8]([CH3:11])([CH3:10])[CH3:9])[CH:5]=[CH:4][C:3]=1[N:12]1[CH2:17][CH2:16][O:15][CH2:14][CH2:13]1.[C:18](OC(=O)C)(=[O:20])[CH3:19]>C(COC)OC>[C:18]([NH:1][C:2]1[CH:7]=[C:6]([C:8]([CH3:11])([CH3:10])[CH3:9])[CH:5]=[CH:4][C:3]=1[N:12]1[CH2:13][CH2:14][O:15][CH2:16][CH2:17]1)(=[O:20])[CH3:19]. Reported procedure: A mixture of 12.5 g. (53 mmoles) of 4-(2-amino-4-tert-butylphenyl)morpholine and 8.7 g. (85 mmoles) of acetic anhydride in 40 ml. of dimethoxyethane was heated at 70° C. for 15 hours. The cooled reaction mixture was then poured into an excess of ice-water and the water mixture extracted twice with 70 ml. of methylene chloride. The combined extracts were dried over anhydrous sodium sulfate, filtered and evaporated under reduced pressure. The residue was recrystallized from a 10:1 mixture of n-hex... The reactants are O1C(OCC1)CCC=1C(=C2C(=NC1)N(C=C2)S(=O)(=O)C2=CC=C(C)C=C2)Cl (5-(2-(1,3-dioxolan-2-yl)ethyl)-4-chloro-1-tosyl-1H-pyrrolo[2,3-b]pyridine), Cl (HCl), C1(=CC=C(C=C1)S(=O)(=O)[O-])C.[NH+]1=CC=CC=C1 (pyridinium p-toluenesulfonate), C(=O)(O)[O-].[Na+] (NaHCO3). Solvent: O (water), C1CCOC1 (THF), CCOC(=O)C (EtOAc), CC(=O)C (Acetone). Conditions: time 2 hour. The product is ClC1=C2C(=NC=C1CCC=O)N(C=C2)S(=O)(=O)C2=CC=C(C)C=C2 (3-(4-chloro-1-tosyl-1H-pyrrolo[2,3-b]pyridin-5-yl)propanal). Isolated yield 94.7%. As a reaction SMILES: [O:1]1CCO[CH:2]1[CH2:6][CH2:7][C:8]1[C:9]([Cl:27])=[C:10]2[CH:16]=[CH:15][N:14]([S:17]([C:20]3[CH:26]=[CH:25][C:23]([CH3:24])=[CH:22][CH:21]=3)(=[O:19])=[O:18])[C:11]2=[N:12][CH:13]=1.Cl.C([O-])(O)=O.[Na+].C1(C)C=CC(S([O-])(=O)=O)=CC=1.[NH+]1C=CC=CC=1>C1COCC1.CC(C)=O.CCOC(C)=O.O>[Cl:27][C:9]1[C:8]([CH2:7][CH2:6][CH:2]=[O:1])=[CH:13][N:12]=[C:11]2[N:14]([S:17]([C:20]3[CH:21]=[CH:22][C:23]([CH3:24])=[CH:25][CH:26]=3)(=[O:19])=[O:18])[CH:15]=[CH:16][C:10]=12 |f:2.3,4.5|. Procedure: To a solution of 5-(2-(1,3-dioxolan-2-yl)ethyl)-4-chloro-1-tosyl-1H-pyrrolo[2,3-b]pyridine (0.520 g, 1.28 mmol) in THF (4.2 mL) was added aqueous HCl (6 M, 0.639 mL, 3.83 mmol). The reaction mixture was stirred at ambient temperature for about 2 h and was heated to about 50° C. for about 1 h. The reaction was cooled to ambient temperature and water (0.64 mL) was added and the reaction stirred for about 16 h. The pH was adjusted to about 7 with saturated aqueous NaHCO3 and EtOAc (about 10 mL) was... Starting materials: [Li]CCCC, C1CCOC1, CC(C)OB1OC(C)(C)C(C)(C)O1, CC(C)NC(C)C, Cc1cccc(F)c1F. Yields the product Cc1ccc(B2OC(C)(C)C(C)(C)O2)c(F)c1F. Reaction SMILES: [CH2:1]([Li:2])[CH2:3][CH2:4][CH3:5].[CH2:35]1[O:36][CH2:37][CH2:38][CH2:39]1.[CH:22]([O:23][B:26]1[O:27][C:28]([CH3:33])([CH3:34])[C:29]([CH3:31])([CH3:32])[O:30]1)([CH3:24])[CH3:25].[CH:6]([NH:7][CH:8]([CH3:9])[CH3:10])([CH3:11])[CH3:12].[F:13][c:14]1[c:15]([F:21])[c:16]([CH3:20])[cH:17][cH:18][cH:19]1>>[F:13][c:14]1[c:15]([F:21])[c:16]([CH3:20])[cH:17][cH:18][c:19]1[B:26]1[O:27][C:28]([CH3:33])([CH3:34])[C:29]([CH3:31])([CH3:32])[O:30]1. Reactants: NC1=C2CCN(CC2=CC=C1)C (5-amino-2-methyl-1,2,3,4-tetrahydroisoquinoline), BrC=1C(=CC(=C(C(=O)O)C1)OC)OC (5-Bromo-2,4-dimethoxybenzoic acid), 1-(3-dimethyl aminopropyl)-3-ethylcarbodiimide hydrochloride, ON1N=NC2=C1C=CC=C2 (1-hydroxybenzotriazole). The solvent is CN(C)C=O (DMF). Run at time 8 hour. Product: CN1CC2=CC=CC(=C2CC1)NC(C1=C(C=C(C(=C1)Br)OC)OC)=O (N-(2-Methyl-1,2,3,4-tetrahydroisoquinolin-5-yl)-5-bromo-2,4-dimethoxybenzamide). The yield is 27.8%. Reaction SMILES: [Br:1][C:2]1[C:3]([O:13][CH3:14])=[CH:4][C:5]([O:11][CH3:12])=[C:6]([CH:10]=1)[C:7]([OH:9])=O.ON1C2C=CC=CC=2N=N1.[NH2:25][C:26]1[CH:35]=[CH:34][CH:33]=[C:32]2[C:27]=1[CH2:28][CH2:29][N:30]([CH3:36])[CH2:31]2>CN(C=O)C>[CH3:36][N:30]1[CH2:29][CH2:28][C:27]2[C:32](=[CH:33][CH:34]=[CH:35][C:26]=2[NH:25][C:7](=[O:9])[C:6]2[CH:10]=[C:2]([Br:1])[C:3]([O:13][CH3:14])=[CH:4][C:5]=2[O:11][CH3:12])[CH2:31]1. Reported procedure: 5-Bromo-2,4-dimethoxybenzoic acid (0.296 g, 1.1 mmol), 1-(3-dimethyl aminopropyl)-3-ethylcarbodiimide hydrochloride (0.186 g, 0.94 mmol) and 1-hydroxybenzotriazole (0.144 g, 0.94 mmol) were dissolved in dry DMF (10 ml) and stirred at room temperature under argon for 25 mins before 5-amino-2-methyl-1,2,3,4-tetrahydroisoquinoline (0.153 g, 0.94 mmol) was added. The mixture was then stirred overnight under argon at room temperature. The DMF was removed in vacuo and the residue taken up into ethyl a... Starting materials: [Al+3], C1CCOC1, COCCn1c(-c2ccc(C(C)C)cc2)nc2cc(C(OS(C)(=O)=O)c3ccccn3)cc(OC)c21, [H-], [H-], [H-], [H-], [Li+], [Na+], [OH-]. The product is COCCn1c(-c2ccc(C(C)C)cc2)nc2cc(Cc3ccccn3)cc(OC)c21. RXN SMILES: [Al+3:38].[CH2:45]1[O:46][CH2:47][CH2:48][CH2:49]1.[CH:1]([CH3:2])([CH3:3])[c:4]1[cH:5][cH:6][c:7](-[c:10]2[n:11][c:12]3[c:13]([n:14]2[CH2:15][CH2:16][O:17][CH3:18])[c:19]([O:35][CH3:36])[cH:20][c:21]([CH:23]([c:24]2[n:25][cH:26][cH:27][cH:28][cH:29]2)[O:30][S:31]([CH3:32])(=[O:33])=[O:34])[cH:22]3)[cH:8][cH:9]1.[H-:37].[H-:40].[H-:41].[H-:42].[Li+:39].[Na+:44].[OH-:43]>>[CH:1]([CH3:2])([CH3:3])[c:4]1[cH:5][cH:6][c:7](-[c:10]2[n:11][c:12]3[c:13]([n:14]2[CH2:15][CH2:16][O:17][CH3:18])[c:19]([O:35][CH3:36])[cH:20][c:21]([CH2:23][c:24]2[n:25][cH:26][cH:27][cH:28][cH:29]2)[cH:22]3)[cH:8][cH:9]1. The reactants are [Cl-].[NH4+] (ammonium chloride), ClC1=C(C=CC=C1)N1CCN(CC1)C(=O)C=1NC2=CC=CC=C2C1C(C1=CC=CC=C1)C1=CC=CC=C1 (2-[4-(2-Chlorophenyl)piperazinylcarbonyl]-3-(diphenylmethyl)indole), [H-].[Na+] (sodium hydride), Cl.CN(CCCl)C (2-dimethylaminoethylchloride hydrochloride). Solvent: O (water), CN(C=O)C (N,N-dimethylformamide). Yields the product ClC1=C(C=CC=C1)N1CCN(CC1)C(=O)C=1N(C2=CC=CC=C2C1C(C1=CC=CC=C1)C1=CC=CC=C1)CCN(C)C (2-[4-(2-Chlorophenyl)piperazinylcarbonyl]-1-(2-dimethylaminoethyl)-3-(diphenylmethyl)indole). The yield is 58.6%. As a reaction SMILES: [Cl:1][C:2]1[CH:7]=[CH:6][CH:5]=[CH:4][C:3]=1[N:8]1[CH2:13][CH2:12][N:11]([C:14]([C:16]2[NH:17][C:18]3[C:23]([C:24]=2[CH:25]([C:32]2[CH:37]=[CH:36][CH:35]=[CH:34][CH:33]=2)[C:26]2[CH:31]=[CH:30][CH:29]=[CH:28][CH:27]=2)=[CH:22][CH:21]=[CH:20][CH:19]=3)=[O:15])[CH2:10][CH2:9]1.[H-].[Na+].Cl.[CH3:41][N:42]([CH3:46])[CH2:43][CH2:44]Cl.[Cl-].[NH4+]>CN(C)C=O.O>[Cl:1][C:2]1[CH:7]=[CH:6][CH:5]=[CH:4][C:3]=1[N:8]1[CH2:13][CH2:12][N:11]([C:14]([C:16]2[N:17]([CH2:44][CH2:43][N:42]([CH3:46])[CH3:41])[C:18]3[C:23]([C:24]=2[CH:25]([C:26]2[CH:27]=[CH:28][CH:29]=[CH:30][CH:31]=2)[C:32]2[CH:33]=[CH:34][CH:35]=[CH:36][CH:37]=2)=[CH:22][CH:21]=[CH:20][CH:19]=3)=[O:15])[CH2:10][CH2:9]1 |f:1.2,3.4,5.6|. Reported procedure: To a solution of Compound 88 (1.0 g, 1.98 mmol) obtained in Example 88 in 10 ml of N,N-dimethylformamide was portionwise added sodium hydride (60% in oil, 166 mg, 4.15 mmol) with stirring at room temperature, and 2-dimethylaminoethylchloride hydrochloride (298 mg, 2.07 mmol) was added thereto, followed by heating to 80° C. and then stirring for one hour. A saturated aqueous solution of ammonium chloride was added to the reaction solution for neutralization, water was added thereto, and the resul... Product: ClC(=C[C@@H]1C([C@@H]1C(=O)O)(C)C)Cl ((1R-cis)-3-(2,2-Dichioroethenyl)-2,2-dimethyl-cyclopropane carboxylic acid). Reported procedure: A mixture of (1R,4R,5S)-6,6-dimethyl-4-(trichloromethyl)-3-oxabicyclo[3.1.0]hexan-2-one (I, R1=X1=X2=Cl) and (1R,4S,5S)-6,6-dimethyl-4-(trichloromethyl)-3-oxabicyclo[3.1.0]hexan-2-one (I, R1=X1=X2=Cl), 0.24 g (0.001 mol), is stirred with sodium hydrogen carbonate, 0.21 g (0.0025 mol), and Pd(C) 5%, 0.01 g, in about 4 ml of DMF at 50° C. under a hydrogen atmosphere of a slight overpressure. After stirring for ½ hour at 50° C. the mixture is stirred at room temperature. Samples taken out for GC an... The reactants are ( 25 ), II, Cl.C(C)(C)(C)OC (hydrochloric acid methyl t-butyl ether), ( 28 ), ( 39 ), ( 6 ), ( 22 ), ( 4 ), CC1([C@H]2[C@@H](OC([C@@H]12)=O)C(Cl)(Cl)Cl)C ((1R,4R,5S)-6,6-dimethyl-4-(trichloromethyl)-3-oxabicyclo[3.1.0]hexan-2-one), CC1([C@H]2[C@H](OC([C@@H]12)=O)C(Cl)(Cl)Cl)C ((1R,4S,5S)-6,6-dimethyl-4-(trichloromethyl)-3-oxabicyclo[3.1.0]hexan-2-one), II, ( 46 ), ( 64 ), ( 27 ), C(O)([O-])=O.[Na+] (sodium hydrogen carbonate), Pd(C), ( 78 ), ( 100 ), II. Reaction conditions: temperature 50 celsius, time 0.5 hour. Reaction SMILES: [CH3:1][C:2]1([CH3:13])[C@H:7]2[C@@H:3]1[C@H:4]([C:9](Cl)([Cl:11])[Cl:10])[O:5][C:6]2=[O:8].CC1(C)[C@H]2[C@@H]1[C@@H](C(Cl)(Cl)Cl)OC2=O.C(=O)([O-])O.[Na+].Cl.C(OC)(C)(C)C>CN(C=O)C>[Cl:10][C:9]([Cl:11])=[CH:4][C@H:3]1[C@@H:7]([C:6]([OH:8])=[O:5])[C:2]1([CH3:1])[CH3:13] |f:2.3,4.5|. The solvent is CN(C)C=O (DMF).